From a dataset of the Open Reaction Database (ORD), a public repository of structured organic reaction records. describe an organic reaction: reactants, conditions, products, and yield The reactants are [BH3-]C#N, CCOC(=O)C(=O)CCc1ccccc1, CC(=O)O, CO, Cl, NC1CCc2ccccc2N(CC(=O)O)C1=O, [Na+]. Yields the product Cl, CCOC(=O)C(CCc1ccccc1)NC1CCc2ccccc2N(CC(=O)O)C1=O. Reaction SMILES: [C:33]([BH3-:34])#[N:35].[CH2:18]([c:19]1[cH:20][cH:21][cH:22][cH:23][cH:24]1)[CH2:25][C:26]([C:27](=[O:28])[O:29][CH2:30][CH3:31])=[O:32].[CH3:38][C:39](=[O:40])[OH:41].[CH3:42][OH:43].[ClH:37].[NH2:1][CH:2]1[C:3](=[O:17])[N:4]([CH2:13][C:14](=[O:15])[OH:16])[c:5]2[c:6]([cH:9][cH:10][cH:11][cH:12]2)[CH2:7][CH2:8]1.[Na+:36]>>[ClH:37].[NH:1]([CH:2]1[C:3](=[O:17])[N:4]([CH2:13][C:14](=[O:15])[OH:16])[c:5]2[c:6]([cH:9][cH:10][cH:11][cH:12]2)[CH2:7][CH2:8]1)[CH:26]([CH2:25][CH2:18][c:19]1[cH:20][cH:21][cH:22][cH:23][cH:24]1)[C:27](=[O:28])[O:29][CH2:30][CH3:31]. Reactants: N1CCC(CC1)C1(CCCC1)C1=NN=C2N1CCCCCC2 (3-(1-Piperidin-4-ylcyclopentyl)-5,6,7,8,9,10-hexahydro[1,2,4]triazolo[4,3-a]azocine), CS(=O)(=O)Cl (methanesulfonyl chloride), N1=CC=CC=C1 (pyridine), CS(=O)(=O)Cl (methanesulfonyl chloride), N1=CC=CC=C1 (pyridine). Solvent: C(Cl)Cl (methylene chloride), C([O-])(O)=O.[Na+] (sodium bicarbonate). Run at time 6 hour. Product: CS(=O)(=O)N1CCC(CC1)C1(CCCC1)C1=NN=C2N1CCCCCC2 (3-{1-[1-(methylsulfonyl)-4-piperidinyl]cyclopentyl}-5,6,7,8,9,10-hexahydro[1,2,4]triazolo[4,3-a]azocine). Reaction SMILES: [NH:1]1[CH2:6][CH2:5][CH:4]([C:7]2([C:12]3[N:16]4[CH2:17][CH2:18][CH2:19][CH2:20][CH2:21][CH2:22][C:15]4=[N:14][N:13]=3)[CH2:11][CH2:10][CH2:9][CH2:8]2)[CH2:3][CH2:2]1.[CH3:23][S:24](Cl)(=[O:26])=[O:25].N1C=CC=CC=1>C(Cl)Cl.C(=O)(O)[O-].[Na+]>[CH3:23][S:24]([N:1]1[CH2:6][CH2:5][CH:4]([C:7]2([C:12]3[N:16]4[CH2:17][CH2:18][CH2:19][CH2:20][CH2:21][CH2:22][C:15]4=[N:14][N:13]=3)[CH2:8][CH2:9][CH2:10][CH2:11]2)[CH2:3][CH2:2]1)(=[O:26])=[O:25] |f:4.5|. Procedure details: 3-(1-Piperidin-4-ylcyclopentyl)-5,6,7,8,9,10-hexahydro[1,2,4]triazolo[4,3-a]azocine (302 mg) was dissolved in methylene chloride (5 ml) and then methanesulfonyl chloride (0.09 ml) and pyridine (0.24 ml) were added thereto, followed by stirring at room temperature for 6 hours. Furthermore, methanesulfonyl chloride (0.09 ml) and pyridine (0.57 ml) were added thereto, followed by stirring at room temperature for 16 hours. The reaction solution was diluted with a saturated aqueous sodium bicarbonate...